This data is from the Open Reaction Database (ORD), a public repository of structured organic reaction records. The task is: describe an organic reaction: reactants, conditions, products, and yield Starting materials: FC(C(=O)O)(F)F (Trifluoroacetic acid), C(C)(C)(C)OC(=O)C1CC(N(CC1)C(=O)OCC1=CC=CC=C1)=C (4-tert-butoxycarbonyl-methylene-N-CBZ-piperidine). Run in C(Cl)Cl (methylene chloride). Conditions: time 1.5 hour. The product is C(=O)(O)C=C1CCN(CC1)C(=O)OCC1=CC=CC=C1 (4-carboxymethylene-N-CBZ-piperidine). As a reaction SMILES: F[C:2](F)(F)[C:3]([OH:5])=[O:4].C(OC([CH:15]1[CH2:20][CH2:19][N:18]([C:21]([O:23][CH2:24][C:25]2[CH:30]=[CH:29][CH:28]=[CH:27][CH:26]=2)=[O:22])[C:17](=C)[CH2:16]1)=O)(C)(C)C>C(Cl)Cl>[C:3]([CH:2]=[C:15]1[CH2:20][CH2:19][N:18]([C:21]([O:23][CH2:24][C:25]2[CH:26]=[CH:27][CH:28]=[CH:29][CH:30]=2)=[O:22])[CH2:17][CH2:16]1)([OH:5])=[O:4]. Procedure: Trifluoroacetic acid (10 ml) was added to 4-tert-butoxycarbonyl-methylene-N-CBZ-piperidine (20 g, 60.3 mmol) in methylene chloride (30 ml) and the solution was stirred at room temperature for 1.5 hours. After evaporation of the solvent, the residue was triturated with diethyl ether to give 4-carboxymethylene-N-CBZ-piperidine as a crystalline white solid.